From a dataset of the Open Reaction Database (ORD), a public repository of structured organic reaction records. describe an organic reaction: reactants, conditions, products, and yield The reactants are CC(C)(C)[SiH2]OC(C)(C)c1c(N)cccc1Br, Cc1ccccc1, CCCCCC, Cc1cc(C2CC2)ccc1C(=O)Cl, c1ccncc1. Product: Cc1cc(C2CC2)ccc1C(=O)Nc1cccc(Br)c1C(C)(C)O[SiH2]C(C)(C)C. Reaction SMILES: [Br:1][c:2]1[c:3]([C:9]([O:10][SiH2:11][C:12]([CH3:13])([CH3:14])[CH3:15])([CH3:16])[CH3:17])[c:4]([NH2:8])[cH:5][cH:6][cH:7]1.[CH3:37][c:38]1[cH:39][cH:40][cH:41][cH:42][cH:43]1.[CH3:44][CH2:45][CH2:46][CH2:47][CH2:48][CH3:49].[CH:24]1([c:27]2[cH:28][c:29]([CH3:36])[c:30]([C:31](=[O:32])[Cl:33])[cH:34][cH:35]2)[CH2:25][CH2:26]1.[cH:18]1[cH:19][cH:20][n:21][cH:22][cH:23]1>>[Br:1][c:2]1[c:3]([C:9]([O:10][SiH2:11][C:12]([CH3:13])([CH3:14])[CH3:15])([CH3:16])[CH3:17])[c:4]([NH:8][C:31]([c:30]2[c:29]([CH3:36])[cH:28][c:27]([CH:24]3[CH2:25][CH2:26]3)[cH:35][cH:34]2)=[O:32])[cH:5][cH:6][cH:7]1. The reactants are IC1=CC=C(C=C1)O (4-iodophenol), ClS(=O)(=O)N=C=O (chlorosulfonyl isocyanate). Run in C1(=CC=CC=C1)C (toluene). Product: IC1=CC=C(C=C1)OS(N)(=O)=O (Sulfamic acid 4-iodophenyl ester). The yield is 79.6%. RXN SMILES: [I:1][C:2]1[CH:7]=[CH:6][C:5]([OH:8])=[CH:4][CH:3]=1.Cl[S:10]([N:13]=C=O)(=[O:12])=[O:11]>C1(C)C=CC=CC=1>[I:1][C:2]1[CH:7]=[CH:6][C:5]([O:8][S:10](=[O:12])(=[O:11])[NH2:13])=[CH:4][CH:3]=1. Procedure: This compound was prepared according to the procedure of Example 56. A mixture of 22.0 g (0.1 mole) of 4-iodophenol (Aldrich) and 9.1 ml (14.8 g, 0.105 mole) of chlorosulfonyl isocyanate in 100 ml of toluene gave 23.8 g (80%) of the title compound as a white solid, mp 146°-147° C. Procedure: A solution of 2.5 g. of p-methoxybenzyl 7-phenoxyacetamido-3-methylenecepham-4-carboxylate in 350 ml. of ethyl acetate was cooled in an acetone-dry ice bath. Ozone was bubbled through the cold solution for 8 minutes and then oxygen was passed through the ozonized reaction mixture to expel excess ozone. The intermediate ozonide was decomposed by adding to the reaction mixture 25 g. of sodium bisulfite with stirring at a temperature of about 0° C. The reaction solution was decanted and was washed ... Reactants: O(C1=CC=CC=C1)CC(=O)NC1[C@@H]2N(C(C(CS2)=C)C(=O)OCC2=CC=C(C=C2)OC)C1=O (p-methoxybenzyl 7-phenoxyacetamido-3-methylenecepham-4-carboxylate), C(C)(=O)OCC (ethyl acetate). Run at temperature 0 celsius. Reaction SMILES: [O:1]([CH2:8][C:9]([NH:11][CH:12]1[C:32](=[O:33])[N:14]2[CH:15]([C:20]([O:22][CH2:23][C:24]3[CH:29]=[CH:28][C:27]([O:30][CH3:31])=[CH:26][CH:25]=3)=[O:21])[C:16](=C)[CH2:17][S:18][C@H:13]12)=[O:10])[C:2]1[CH:7]=[CH:6][CH:5]=[CH:4][CH:3]=1.C(OCC)(=[O:36])C>>[O:1]([CH2:8][C:9]([NH:11][CH:12]1[C:32](=[O:33])[N:14]2[C:15]([C:20]([O:22][CH2:23][C:24]3[CH:29]=[CH:28][C:27]([O:30][CH3:31])=[CH:26][CH:25]=3)=[O:21])=[C:16]([OH:36])[CH2:17][S:18][C@H:13]12)=[O:10])[C:2]1[CH:7]=[CH:6][CH:5]=[CH:4][CH:3]=1. Yields the product O(C1=CC=CC=C1)CC(=O)NC1[C@@H]2N(C(=C(CS2)O)C(=O)OCC2=CC=C(C=C2)OC)C1=O (p-methoxybenzyl 7-phenoxyacetamido-3-hydroxy-3-cephem-4-carboxylate). The reactants are COc1ccc(CCl)cc1, O=C(Cn1ncnn1)c1ccc(Cl)cc1Cl. The product is COc1ccc(COC(=Cn2ncnn2)c2ccc(Cl)cc2Cl)cc1. RXN SMILES: [CH3:17][O:18][c:19]1[cH:20][cH:21][c:22]([CH2:23][Cl:24])[cH:25][cH:26]1.[Cl:1][c:2]1[c:3]([C:9]([CH2:10][n:11]2[n:12][cH:13][n:14][n:15]2)=[O:16])[cH:4][cH:5][c:6]([Cl:8])[cH:7]1>>[Cl:1][c:2]1[c:3]([C:9](=[CH:10][n:11]2[n:12][cH:13][n:14][n:15]2)[O:16][CH2:23][c:22]2[cH:21][cH:20][c:19]([O:18][CH3:17])[cH:26][cH:25]2)[cH:4][cH:5][c:6]([Cl:8])[cH:7]1. The reactants are [Si](C)(C)(C(C)(C)C)OCCN1C(N([C@H](C1)C(C)C)C1=NC=2N(C=C1)N=CC2C2=CC=C(C=C2)C2=NN(C=N2)COCC[Si](C)(C)C)=O ((S)-1-(2-(tert-butyldimethylsilyloxy)ethyl)-4-isopropyl-3-(3-(4-(1-((2-(trimethylsilyl)ethoxy)methyl)-1H-1,2,4-triazol-3-yl)phenyl)pyrazolo[1,5-a]pyrimidin-5-yl)imidazolidin-2-one), [F-].C(CCC)[N+](CCCC)(CCCC)CCCC (Tetra-n-butylammonium fluoride), O (water). The solvent is C1CCOC1 (THF). Run at time 3 hour. Product: OCCN1C(N([C@H](C1)C(C)C)C1=NC=2N(C=C1)N=CC2C2=CC=C(C=C2)C2=NN(C=N2)COCC[Si](C)(C)C)=O ((S)-1-(2-hydroxyethyl)-4-isopropyl-3-(3-(4-(1-((2-(trimethylsilyl)ethoxy)methyl)-1H-1,2,4-triazol-3-yl)phenyl)pyrazolo[1,5-a]pyrimidin-5-yl)imidazolidin-2-one). The yield is 98.7%. As a reaction SMILES: [Si]([O:8][CH2:9][CH2:10][N:11]1[CH2:15][C@H:14]([CH:16]([CH3:18])[CH3:17])[N:13]([C:19]2[CH:24]=[CH:23][N:22]3[N:25]=[CH:26][C:27]([C:28]4[CH:33]=[CH:32][C:31]([C:34]5[N:38]=[CH:37][N:36]([CH2:39][O:40][CH2:41][CH2:42][Si:43]([CH3:46])([CH3:45])[CH3:44])[N:35]=5)=[CH:30][CH:29]=4)=[C:21]3[N:20]=2)[C:12]1=[O:47])(C(C)(C)C)(C)C.[F-].C([N+](CCCC)(CCCC)CCCC)CCC.O>C1COCC1>[OH:8][CH2:9][CH2:10][N:11]1[CH2:15][C@H:14]([CH:16]([CH3:18])[CH3:17])[N:13]([C:19]2[CH:24]=[CH:23][N:22]3[N:25]=[CH:26][C:27]([C:28]4[CH:29]=[CH:30][C:31]([C:34]5[N:38]=[CH:37][N:36]([CH2:39][O:40][CH2:41][CH2:42][Si:43]([CH3:45])([CH3:44])[CH3:46])[N:35]=5)=[CH:32][CH:33]=4)=[C:21]3[N:20]=2)[C:12]1=[O:47] |f:1.2|. Reported procedure: To a solution of (S)-1-(2-(tert-butyldimethylsilyloxy)ethyl)-4-isopropyl-3-(3-(4-(1-((2-(trimethylsilyl)ethoxy)methyl)-1H-1,2,4-triazol-3-yl)phenyl)pyrazolo[1,5-a]pyrimidin-5-yl)imidazolidin-2-one (0.18 g, 0.27 mmol) in THF was added Tetra-n-butylammonium fluoride (1 mmol, 1 mL, 1M solution in THF) and the reaction was stirred at ambient temperature for 3 hours. The reaction was poured into water and extracted into EtOAc. The combined organic layers were washed with water, brine, dried over magn... Reactants: CC(C)=O, O=Cc1ccc(O)c(OC(F)(F)F)c1. Yields the product O=C(O)c1ccc(O)c(OC(F)(F)F)c1. As a reaction SMILES: [CH3:15][C:16]([CH3:17])=[O:18].[OH:1][c:2]1[c:3]([O:10][C:11]([F:12])([F:13])[F:14])[cH:4][c:5]([CH:6]=[O:7])[cH:8][cH:9]1>>[OH:1][c:2]1[c:3]([O:10][C:11]([F:12])([F:13])[F:14])[cH:4][c:5]([C:6](=[O:7])[OH:18])[cH:8][cH:9]1. The reactants are CC1=NC=C(C(=O)O)C=C1 (6-methyl nicotinic acid), O=S(Cl)Cl (SOCl2), CO (methanol), 2-1, three. Product: CC1=CC=C(C=N1)C(=O)OC (Methyl 6-methylpyridin-3-carboxylate). As a reaction SMILES: [CH3:1][C:2]1[CH:10]=[CH:9][C:5]([C:6]([OH:8])=[O:7])=[CH:4][N:3]=1.O=S(Cl)Cl.[CH3:15]O>>[CH3:1][C:2]1[N:3]=[CH:4][C:5]([C:6]([O:8][CH3:15])=[O:7])=[CH:9][CH:10]=1. Procedure details: A solution of 6-methyl nicotinic acid, 2-1 (5 g, 36.5 mmol) in 100 ml of anhydrous methanol was placed in a 250 ml three neck flask equipped with a dropping funnel vertical condenser and CaCl2 drying tube. The reaction solution was cooled to -15° in an ice acetone bath and SOCl2 (5 ml, 69.1 mmol) was added dropwise. The solution was then heated at reflux for 3 h then cooled and the solvent removed at reduced pressure. The resulting white solid was treated with 60 ml of saturated NaHCO3 and extra... Starting materials: ClC=1C=C(C=NC1Cl)CO (5,6-dichloro-3-pyridinemethanol), N1CCNCC1 (piperazine), C(C)(C)N(C(C)C)CC (N,N-diisopropylethylamine). Product: ClC=1C=C(C=NC1N1CCNCC1)CO ((5-Chloro-6-piperazin-1-yl-pyridin-3-yl)methanol). Reaction SMILES: [Cl:1][C:2]1[CH:3]=[C:4]([CH2:9][OH:10])[CH:5]=[N:6][C:7]=1Cl.[NH:11]1[CH2:16][CH2:15][NH:14][CH2:13][CH2:12]1.C(N(CC)C(C)C)(C)C>>[Cl:1][C:2]1[CH:3]=[C:4]([CH2:9][OH:10])[CH:5]=[N:6][C:7]=1[N:11]1[CH2:16][CH2:15][NH:14][CH2:13][CH2:12]1. Procedure details: A mixture of 5,6-dichloro-3-pyridinemethanol (0.71 g, 4 mmol, TCI-US), piperazine (0.52 g, 6 mmol) and N,N-diisopropylethylamine (1 mL, 5.8 mmol, Aldrich) was reacted under the conditions of Example 43a to give the title compound as a light-yellow solid. MS (ESI, pos. ion) m/z: 228 (M+1).